Dataset: the Open Reaction Database (ORD), a public repository of structured organic reaction records. Task: describe an organic reaction: reactants, conditions, products, and yield The reactants are C(=O)(O)[O-].[Na+] (NaHCO3), Cl.COC(=O)[C@H]1NCC[C@@H]1C1=CC=C(C=C1)O ((2S,3R)-3-(4-hydroxyphenyl)pyrolidine-2-carboxylic acid methyl ester hydrochloride), CC(C(=O)Cl)(C)C (trimethylacetyl chloride). Run in C(C)(=O)OCC (ethyl acetate), C1CCOC1.O (THF H2O). Reaction conditions: time 4 hour. Product: COC(=O)[C@H]1N(CC[C@@H]1C1=CC=C(C=C1)O)C(C(C)(C)C)=O ((2S,3R)-1-(1-oxo-2,2,2-trimethylethyl)-3-(4-hydroxyphenyl)pyrolidine-2-carboxylic acid methyl ester). Yield: 137.9%. RXN SMILES: Cl.[CH3:2][O:3][C:4]([C@@H:6]1[C@@H:10]([C:11]2[CH:16]=[CH:15][C:14]([OH:17])=[CH:13][CH:12]=2)[CH2:9][CH2:8][NH:7]1)=[O:5].C([O-])(O)=O.[Na+].[CH3:23][C:24]([CH3:29])([CH3:28])[C:25](Cl)=[O:26]>C1COCC1.O.C(OCC)(=O)C>[CH3:2][O:3][C:4]([C@@H:6]1[C@@H:10]([C:11]2[CH:12]=[CH:13][C:14]([OH:17])=[CH:15][CH:16]=2)[CH2:9][CH2:8][N:7]1[C:25](=[O:26])[C:24]([CH3:29])([CH3:28])[CH3:23])=[O:5] |f:0.1,2.3,5.6|. Procedure details: To the solution of (2S,3R)-3-(4-hydroxyphenyl)pyrolidine-2-carboxylic acid methyl ester hydrochloride (200 mg, 0.76 mmol), prepared in Example 20, in THF/H2O (2 mL/1 mL) was added saturated NaHCO3 (5 mL). To the above mixture was added trimethylacetyl chloride (420 mg, 3.5 mmol) over 20 min. The resulting solution was then stirred at room temperature for 4 hours and was diluted with ethyl acetate to 30 mL. The organic layer was then washed with brine (2×5 mL) and was concentrated to give (2S,3R)... Reactants: FC1=C(C=CC2=C1NC(CO2)=O)F (5,6-Difluoro-4H-benzo[1,4]oxazin-3-one), C(=O)([O-])[O-].[Cs+].[Cs+] (Cs2CO3), ClCCCI (1-chloro-3-iodopropane). The product is ClCCCN1C(COC2=C1C(=C(C=C2)F)F)=O (4-(3-Chloropropyl)-5,6-difluoro-4H-benzo[1,4]oxazin-3-one). Isolated yield 72.0%. As a reaction SMILES: [F:1][C:2]1[C:7]2[NH:8][C:9](=[O:12])[CH2:10][O:11][C:6]=2[CH:5]=[CH:4][C:3]=1[F:13].C([O-])([O-])=O.[Cs+].[Cs+].[Cl:20][CH2:21][CH2:22][CH2:23]I>>[Cl:20][CH2:21][CH2:22][CH2:23][N:8]1[C:7]2[C:2]([F:1])=[C:3]([F:13])[CH:4]=[CH:5][C:6]=2[O:11][CH2:10][C:9]1=[O:12] |f:1.2.3|. Reported procedure: 5,6-Difluoro-4H-benzo[1,4]oxazin-3-one (0.13 g, 0.69 mmol), Cs2CO3 (0.45 g, 1.4 mmol), and 1-chloro-3-iodopropane (0.15 g, 0.76 mmol) were mixed according to GP2. Purified by column chromatography (SiO2; heptanes/EtOAc, gradient 0 to 30% EtOAc) to give the title compound (0.13 g, 75%). Rf=0.60 (heptanes/EtOAc 1:1); 1H NMR (CDCl3) δ 6.88-6.74 (m, 2H), 4.52 (s, 2H), 4.19-4.14 (m, 2H), 3.58 (t, J=6.4 Hz, 2H), 2.22-2.14 (m, 2H); 13C NMR (CDCl3) δ 165.1, 147.5 (dd, J=242.5 Hz, J=12.7 Hz), 143.8 (t, J... Reactants: CCC(c1ccc(Br)cc1)N1CCC(CC)(c2ccccc2)OC1=O, CC(C)n1cc(Br)ccc1=O. Product: CCC(c1ccc(-c2ccc(=O)n(C(C)C)c2)cc1)N1CCC(CC)(c2ccccc2)OC1=O. Reaction SMILES: [Br:1][c:2]1[cH:3][cH:4][c:5]([CH:8]([CH2:9][CH3:10])[N:11]2[C:12](=[O:25])[O:13][C:14]([c:17]3[cH:18][cH:19][cH:20][cH:21][cH:22]3)([CH2:23][CH3:24])[CH2:15][CH2:16]2)[cH:6][cH:7]1.[Br:26][c:27]1[cH:28][cH:29][c:30](=[O:36])[n:31]([CH:33]([CH3:34])[CH3:35])[cH:32]1>>[c:2]1(-[c:27]2[cH:28][cH:29][c:30](=[O:36])[n:31]([CH:33]([CH3:34])[CH3:35])[cH:32]2)[cH:3][cH:4][c:5]([CH:8]([CH2:9][CH3:10])[N:11]2[C:12](=[O:25])[O:13][C:14]([c:17]3[cH:18][cH:19][cH:20][cH:21][cH:22]3)([CH2:23][CH3:24])[CH2:15][CH2:16]2)[cH:6][cH:7]1. Reactants: 10, CO[C@@H]1CN(CC[C@H]1N)CC1=CC=CC=C1 (trans-3-methoxy-1-(phenylmethyl)-4-piperidinamine), ClC(Cl)Cl (trichloromethane), 10.4, FC(C=1C=C(C(=O)Cl)C=CC1)(F)F (3-(trifluoromethyl)benzoyl chloride). The solvent is C(C)N(CC)CC (N,N-diethylethanamine), C(C)N(CC)CC (N,N-diethylethanamine). Conditions: time 20 hour. The product is 14.4, CO[C@@H]1CN(CC[C@H]1NC(C1=CC(=CC=C1)C(F)(F)F)=O)CC1=CC=CC=C1 (trans-N-[3-methoxy-1-(phenylmethyl)-4-piperidinyl]-3-(trifluoromethyl)benzamide). Yield: 80.9%. Reaction SMILES: [CH3:1][O:2][C@H:3]1[C@H:8]([NH2:9])[CH2:7][CH2:6][N:5]([CH2:10][C:11]2[CH:16]=[CH:15][CH:14]=[CH:13][CH:12]=2)[CH2:4]1.ClC(Cl)Cl.[F:21][C:22]([F:33])([F:32])[C:23]1[CH:24]=[C:25]([CH:29]=[CH:30][CH:31]=1)[C:26](Cl)=[O:27]>C(N(CC)CC)C>[CH3:1][O:2][C@H:3]1[C@H:8]([NH:9][C:26](=[O:27])[C:25]2[CH:29]=[CH:30][CH:31]=[C:23]([C:22]([F:21])([F:32])[F:33])[CH:24]=2)[CH2:7][CH2:6][N:5]([CH2:10][C:11]2[CH:16]=[CH:15][CH:14]=[CH:13][CH:12]=2)[CH2:4]1. Procedure: To a stirred solution of 10 parts of trans-3-methoxy-1-(phenylmethyl)-4-piperidinamine and 5.95 parts of N,N-diethylethanamine in 75 parts of trichloromethane was added dropwise a solution of 10.4 parts of 3-(trifluoromethyl)benzoyl chloride in 15 parts of N,N-diethylethanamine while cooling in an ice bath. Upon completion, stirring was continued for 20 hours at room temperature. The mixture was washed twice with a sodium hydroxide solution 5% and once with water and then dried, filtered and eva... The reactants are ClC1=C(C=C(C=C1)OC1=C(C=C(C=C1)C(C(F)(F)F)(C(F)(F)F)OCOC)CCC)CO ((2-Chloro-5-(4-(1,1,1,3,3,3-hexafluoro-2-(methoxymethoxy)propan-2-yl)-2-propylphenoxy) phenyl)methanol), CC1(C(NC(N1)=O)=O)C1=CC=C(C=C1)OC(C)C (5-methyl-5-(4-(1-methylethoxy)phenyl)imidazolidine-2,4-dione), C1(=CC=CC=C1)P(C1=CC=CC=C1)C1=CC=CC=C1 (triphenylphosphine), N(=NC(=O)OCC)C(=O)OCC (diethyl azodicarboxylate), O1CCCC1 (tetrahydrofuran), resultant mixture. The solvent is O (water). Yields the product ClC1=C(CN2C(NC(C2=O)(C)C2=CC=C(C=C2)OC(C)C)=O)C=C(C=C1)OC1=C(C=C(C=C1)C(C(F)(F)F)(C(F)(F)F)OCOC)CCC (3-(2-Chloro-5-(4-(1,1,1,3,3,3-hexafluoro-2-(methoxymethoxy)propan-2-yl)-2-propylphenoxy) benzyl)-5-(4-(1-methylethoxy)phenyl)-5-methylimidazolidine-2,4-dione). Isolated yield 50.0%. As a reaction SMILES: [Cl:1][C:2]1[CH:7]=[CH:6][C:5]([O:8][C:9]2[CH:14]=[CH:13][C:12]([C:15]([O:24][CH2:25][O:26][CH3:27])([C:20]([F:23])([F:22])[F:21])[C:16]([F:19])([F:18])[F:17])=[CH:11][C:10]=2[CH2:28][CH2:29][CH3:30])=[CH:4][C:3]=1[CH2:31]O.[CH3:33][C:34]1([C:41]2[CH:46]=[CH:45][C:44]([O:47][CH:48]([CH3:50])[CH3:49])=[CH:43][CH:42]=2)[NH:38][C:37](=[O:39])[NH:36][C:35]1=[O:40].C1(P(C2C=CC=CC=2)C2C=CC=CC=2)C=CC=CC=1.N(C(OCC)=O)=NC(OCC)=O.O1CCCC1>O>[Cl:1][C:2]1[CH:7]=[CH:6][C:5]([O:8][C:9]2[CH:14]=[CH:13][C:12]([C:15]([O:24][CH2:25][O:26][CH3:27])([C:16]([F:17])([F:18])[F:19])[C:20]([F:23])([F:22])[F:21])=[CH:11][C:10]=2[CH2:28][CH2:29][CH3:30])=[CH:4][C:3]=1[CH2:31][N:36]1[C:35](=[O:40])[C:34]([C:41]2[CH:46]=[CH:45][C:44]([O:47][CH:48]([CH3:50])[CH3:49])=[CH:43][CH:42]=2)([CH3:33])[NH:38][C:37]1=[O:39]. Procedure details: (2-Chloro-5-(4-(1,1,1,3,3,3-hexafluoro-2-(methoxymethoxy)propan-2-yl)-2-propylphenoxy) phenyl)methanol (10 mg, 0.0212 mmol), 5-methyl-5-(4-(1-methylethoxy)phenyl)imidazolidine-2,4-dione (16 mg, 0.0635 mmol) and triphenylphosphine (16 mg, 0.0635 mmol) were added and dried in vacuo. N, N-dimethylformamide (300 μL) was added, and under ice-cold conditions, a solution of diethyl azodicarboxylate in tetrahydrofuran (29 μL, 0.0635 mmol) was added. The resultant mixture was stirred at room temperature ... Starting materials: O=C(Cl)Cl, ClCCCl, Cn1c(C(F)(F)F)cc(=O)n(-c2cc(S([NH-])(=O)=O)c(Cl)cc2F)c1=O, O=S(Cl)Cl, c1ccncc1. Product: Cn1c(C(F)(F)F)cc(=O)n(-c2cc(S(=O)(=O)N=C=O)c(Cl)cc2F)c1=O. RXN SMILES: [Cl:36][C:37]([Cl:38])=[O:39].[Cl:40][CH2:41][CH2:42][Cl:43].[Cl:5][c:6]1[c:7]([S:26](=[O:27])(=[O:28])[NH-:29])[cH:8][c:9](-[n:13]2[c:14](=[O:25])[n:15]([CH3:24])[c:16]([C:20]([F:21])([F:22])[F:23])[cH:17][c:18]2=[O:19])[c:10]([F:12])[cH:11]1.[S:1]([Cl:2])([Cl:3])=[O:4].[cH:30]1[cH:31][cH:32][n:33][cH:34][cH:35]1>>[Cl:5][c:6]1[c:7]([S:26](=[O:27])(=[O:28])[N:29]=[C:37]=[O:39])[cH:8][c:9](-[n:13]2[c:14](=[O:25])[n:15]([CH3:24])[c:16]([C:20]([F:21])([F:22])[F:23])[cH:17][c:18]2=[O:19])[c:10]([F:12])[cH:11]1. The product is ClCC1COc2ccccc2O1. Starting materials: Cl, OCC1COc2ccccc2O1, O=S(Cl)Cl, c1ccncc1. RXN SMILES: [ClH:17].[OH:1][CH2:2][CH:3]1[CH2:4][O:5][c:6]2[c:7]([cH:9][cH:10][cH:11][cH:12]2)[O:8]1.[S:13]([Cl:14])([Cl:15])=[O:16].[cH:18]1[cH:19][cH:20][n:21][cH:22][cH:23]1>>[CH2:2]([CH:3]1[CH2:4][O:5][c:6]2[c:7]([cH:9][cH:10][cH:11][cH:12]2)[O:8]1)[Cl:15]. The reactants are C(=O)=O (CO2), BrC=1C=CC2=C(C1)C1(OCCO1)CCS2 (6-bromo-2,3-dihydrospiro[4H-1-benzothiopyran-4,2'-[1,3]dioxolane]), O1CCCC1 (tetrahydrofuran), C(CCC)[Li] (n-butyllithium). The solvent is CCCCCC (hexane), CCCCCC (hexane). Reaction conditions: temperature -65 celsius, time 1 hour. Product: O1C2(OCC1)CCSC1=C2C=C(C=C1)C(=O)O (2,3-dihydrospiro[4H-1-benzothiopyran-4,2 '[1,3]dioxolane]-6-carboxylic acid). Reaction SMILES: Br[C:2]1[CH:3]=[CH:4][C:5]2[S:15][CH2:14][CH2:13][C:8]3([O:12][CH2:11][CH2:10][O:9]3)[C:6]=2[CH:7]=1.O1CCCC1.C([Li])CCC.[C:26](=[O:28])=[O:27]>CCCCCC>[O:9]1[CH2:10][CH2:11][O:12][C:8]21[C:6]1[CH:7]=[C:2]([C:26]([OH:28])=[O:27])[CH:3]=[CH:4][C:5]=1[S:15][CH2:14][CH2:13]2. Reported procedure: 13.58 g (0.047 mol) of the title compound of Step C was added to 150 mL of tetrahydrofuran. The solution was cooled to about -65° C. and 23 mL (0.057 mol) of 2.5 M n-butyllithium in hexane (purchased from Aldrich Chemical Company) was added dropwise while keeping the temperature below -55° C. After stirring under nitrogen for 1 h, excess solid CO2 was added in one portion, and the mixture was stirred overnight while warming to room temperature. 100 mL of hexane was added to the mixture, and it w...